This data is from the Open Reaction Database (ORD), a public repository of structured organic reaction records. The task is: describe an organic reaction: reactants, conditions, products, and yield Reactants: C(#N)C=1C=C2C(=C(NC2=CC1)O)C1=NC=C(C(=O)N(C)OC)C=C1 (6-(5-cyano-2-hydroxy-1H-indol-3-yl)-N-methoxy-N-methylnicotin-amide), [H-].[H-].[H-].[H-].[Li+].[Al+3] (LiAlH4). The solvent is C1CCOC1 (THF), C(C)(=O)OCC (ethyl acetate). Reaction conditions: time 30 minute. The product is C(=O)C=1C=CC(=NC1)C1=C(NC2=CC=C(C=C12)C#N)O (3-(5-Formylpyridin-2-yl)-2-hydroxy-1H-indole-5-carbonitrile). Isolated yield 68.0%. As a reaction SMILES: [C:1]([C:3]1[CH:4]=[C:5]2[C:9](=[CH:10][CH:11]=1)[NH:8][C:7]([OH:12])=[C:6]2[C:13]1[CH:24]=[CH:23][C:16]([C:17](N(OC)C)=[O:18])=[CH:15][N:14]=1)#[N:2].[H-].[H-].[H-].[H-].[Li+].[Al+3]>C1COCC1.C(OCC)(=O)C>[CH:17]([C:16]1[CH:23]=[CH:24][C:13]([C:6]2[C:5]3[C:9](=[CH:10][CH:11]=[C:3]([C:1]#[N:2])[CH:4]=3)[NH:8][C:7]=2[OH:12])=[N:14][CH:15]=1)=[O:18] |f:1.2.3.4.5.6|. Reported procedure: To an icecold suspension of 50 mg (0.16 mmol) of 6-(5-cyano-2-hydroxy-1H-indol-3-yl)-N-methoxy-N-methylnicotin-amide from example 1.2 in THF (4 mL) were added 19.4 mg (0.51 mmol) of LiAlH4 as a solid in small portions. The resulting mixture was stirred at that temperature for further 30 min. After diluting with ethyl acetate the reaction was quenched by adding 4.2 mL of a 0.35 M solution of KHSO4. The resulting solution was stirred for further 60 min, the phases were separated, and the precipita... Reactants: BrCC1=CC=C(C=C1)OCCCCCCCCCCCCCC (1-(bromomethyl)-4-(tetradecyloxy)benzene), C1COC(CCC(=O)OCC)(C)O1 (ethyl levulinate ethylene ketal), [H-].[Na+] (sodium hydride). The solvent is O1CCCC1 (tetrahydrofuran). Run at time 18 hour. Yields the product CC1(OCCO1)CC(C(=O)OCC)CC1=CC=C(C=C1)OCCCCCCCCCCCCCC (2-Methyl-α-[[4-(tetradecyloxy)phenyl]methyl]-1,3-dioxolane-2-propanoic acid, ethyl ester). Isolated yield 52.3%. Reaction SMILES: Br[CH2:2][C:3]1[CH:8]=[CH:7][C:6]([O:9][CH2:10][CH2:11][CH2:12][CH2:13][CH2:14][CH2:15][CH2:16][CH2:17][CH2:18][CH2:19][CH2:20][CH2:21][CH2:22][CH3:23])=[CH:5][CH:4]=1.[CH2:24]1[O:36][C:27]([CH3:35])([CH2:28][CH2:29][C:30]([O:32][CH2:33][CH3:34])=[O:31])[O:26][CH2:25]1.[H-].[Na+]>O1CCCC1>[CH3:35][C:27]1([CH2:28][CH:29]([CH2:2][C:3]2[CH:8]=[CH:7][C:6]([O:9][CH2:10][CH2:11][CH2:12][CH2:13][CH2:14][CH2:15][CH2:16][CH2:17][CH2:18][CH2:19][CH2:20][CH2:21][CH2:22][CH3:23])=[CH:5][CH:4]=2)[C:30]([O:32][CH2:33][CH3:34])=[O:31])[O:26][CH2:25][CH2:24][O:36]1 |f:2.3|. Reported procedure: A mixture of about 33 g of 1-(bromomethyl)-4-(tetradecyloxy)benzene, about 16.2 g of ethyl levulinate ethylene ketal, about 4.54 g of about 50% sodium hydride and about 350 ml of tetrahydrofuran was refluxed with stirring, under argon for about 18 hours and then filtered through celite. The solvent was removed and the residue was dissolved in ether. The ether solution was washed with aqueous monobasic sodium phosphate, dried and the solvent removed. The residue was subjected to high performance ... Starting materials: O=C(O)c1cc([N+](=O)[O-])cc(Br)c1Cl, CN(C)C=O, O=S(Cl)Cl, c1ccccc1. The product is O=C(Cl)c1cc([N+](=O)[O-])cc(Br)c1Cl. Reaction SMILES: [Cl:11][c:12]1[c:13]([C:14](=[O:15])[OH:16])[cH:17][c:18]([N+:22](=[O:23])[O-:24])[cH:19][c:20]1[Br:21].[O:25]=[CH:26][N:27]([CH3:28])[CH3:29].[S:1]([Cl:2])([Cl:3])=[O:4].[cH:5]1[cH:6][cH:7][cH:8][cH:9][cH:10]1>>[Cl:3][C:14]([c:13]1[c:12]([Cl:11])[c:20]([Br:21])[cH:19][c:18]([N+:22](=[O:23])[O-:24])[cH:17]1)=[O:15]. The product is CC(C)(C)OC(=O)NN(Cc1ccc(-n2cncn2)cc1)CC(O)C(N)Cc1ccccc1. Reaction SMILES: [C:40](=[O:41])([O-:42])[O-:43].[CH3:46][OH:47].[K+:44].[K+:45].[n:1]1(-[c:6]2[cH:7][cH:8][c:9]([CH2:12][N:13]([CH2:14][CH:15]([CH:16]([CH2:17][c:18]3[cH:19][cH:20][cH:21][cH:22][cH:23]3)[NH:24][C:25](=[O:26])[C:27]([F:28])([F:29])[F:30])[OH:31])[NH:32][C:33](=[O:34])[O:35][C:36]([CH3:37])([CH3:38])[CH3:39])[cH:10][cH:11]2)[n:2][cH:3][n:4][cH:5]1>>[n:1]1(-[c:6]2[cH:7][cH:8][c:9]([CH2:12][N:13]([CH2:14][CH:15]([CH:16]([CH2:17][c:18]3[cH:19][cH:20][cH:21][cH:22][cH:23]3)[NH2:24])[OH:31])[NH:32][C:33](=[O:34])[O:35][C:36]([CH3:37])([CH3:38])[CH3:39])[cH:10][cH:11]2)[n:2][cH:3][n:4][cH:5]1. Starting materials: O=C([O-])[O-], CO, [K+], [K+], CC(C)(C)OC(=O)NN(Cc1ccc(-n2cncn2)cc1)CC(O)C(Cc1ccccc1)NC(=O)C(F)(F)F. Starting materials: [Al+3], CCCCn1c(C)cc2ccccc21, [Cl-], [Cl-], [Cl-], O=C1OC(=O)c2c(Cl)c(Cl)c(Cl)c(Cl)c21, Cl, c1ccccc1. The product is CCCCn1c(C)c(C(=O)c2c(Cl)c(Cl)c(Cl)c(Cl)c2C(=O)O)c2ccccc21. As a reaction SMILES: [Al+3:31].[CH2:16]([CH2:17][CH2:18][CH3:19])[n:20]1[c:21]([CH3:29])[cH:22][c:23]2[cH:24][cH:25][cH:26][cH:27][c:28]12.[Cl-:30].[Cl-:32].[Cl-:33].[Cl:1][c:2]1[c:3]([Cl:4])[c:5]([Cl:6])[c:7]2[c:13]([c:14]1[Cl:15])[C:11](=[O:12])[O:10][C:8]2=[O:9].[ClH:34].[cH:35]1[cH:36][cH:37][cH:38][cH:39][cH:40]1>>[Cl:1][c:2]1[c:3]([Cl:4])[c:5]([Cl:6])[c:7]([C:8](=[O:9])[c:22]2[c:21]([CH3:29])[n:20]([CH2:16][CH2:17][CH2:18][CH3:19])[c:28]3[c:23]2[cH:24][cH:25][cH:26][cH:27]3)[c:13]([C:11]([OH:10])=[O:12])[c:14]1[Cl:15]. Starting materials: COC(=O)C1CCN(CC1)C(=O)N1C(=N[C@@]([C@@]1(C)C1=CC=C(C=C1)Cl)(C)C1=CC=C(C=C1)Cl)C=1C=NC(=CC1OCC)C(C)(C)C (1-[(4S,5R)-2-(6-tert-Butyl-4-ethoxy-pyridin-3-yl)-4,5-bis-(4-chloro-phenyl)-4,5-dimethyl-4,5-dihydro-imidazole-1-carbonyl]-piperidine-4-carboxylic acid methyl ester), O.[OH-].[Li+] (lithium hydroxide hydrate), Cl (hydrochloric acid). The solvent is O (water), O1CCCC1 (tetrahydrofuran). Reaction conditions: time 4 hour. Yields the product C(C)(C)(C)C1=CC(=C(C=N1)C=1N([C@]([C@](N1)(C)C1=CC=C(C=C1)Cl)(C)C1=CC=C(C=C1)Cl)C(=O)N1CCC(CC1)C(=O)O)OCC (1-[(4S,5R)-2-(6-tert-Butyl-4-ethoxy-pyridin-3-yl)-4,5-bis-(4-chloro-phenyl)-4,5-dimethyl-4,5-dihydro-imidazole-1-carbonyl]-piperidine-4-carboxylic acid). The yield is 98.1%. As a reaction SMILES: C[O:2][C:3]([CH:5]1[CH2:10][CH2:9][N:8]([C:11]([N:13]2[C@@:17]([C:19]3[CH:24]=[CH:23][C:22]([Cl:25])=[CH:21][CH:20]=3)([CH3:18])[C@@:16]([C:27]3[CH:32]=[CH:31][C:30]([Cl:33])=[CH:29][CH:28]=3)([CH3:26])[N:15]=[C:14]2[C:34]2[CH:35]=[N:36][C:37]([C:43]([CH3:46])([CH3:45])[CH3:44])=[CH:38][C:39]=2[O:40][CH2:41][CH3:42])=[O:12])[CH2:7][CH2:6]1)=[O:4].O.[OH-].[Li+].Cl>O.O1CCCC1>[C:43]([C:37]1[N:36]=[CH:35][C:34]([C:14]2[N:13]([C:11]([N:8]3[CH2:7][CH2:6][CH:5]([C:3]([OH:4])=[O:2])[CH2:10][CH2:9]3)=[O:12])[C@@:17]([C:19]3[CH:24]=[CH:23][C:22]([Cl:25])=[CH:21][CH:20]=3)([CH3:18])[C@@:16]([C:27]3[CH:32]=[CH:31][C:30]([Cl:33])=[CH:29][CH:28]=3)([CH3:26])[N:15]=2)=[C:39]([O:40][CH2:41][CH3:42])[CH:38]=1)([CH3:44])([CH3:45])[CH3:46] |f:1.2.3|. Procedure details: A mixture of 1-[(4S,5R)-2-(6-tert-Butyl-4-ethoxy-pyridin-3-yl)-4,5-bis-(4-chloro-phenyl)-4,5-dimethyl-4,5-dihydro-imidazole-1-carbonyl]-piperidine-4-carboxylic acid methyl ester (575 mg, 0.864 mmole, example 210) and lithium hydroxide hydrate (217 mg, 5.179 mmole) in water (20 mL) and tetrahydrofuran (20 mL) was stirred at room temperature for 4 h before neutralized with 1N hydrochloric acid and extracted with ethyl acetate. The organic extracts were washed with brine and dried over sodium sulfa... Starting materials: BrC1=CC(=C(C(=O)OC)C=C1)C (methyl 4-bromo-2-methyl-benzoate), [H-].[H-].[H-].[H-].[Li+].[Al+3] (LiAlH4). Solvent: CCOCC (Et2O). Run at time 3 hour. Yields the product BrC1=CC(=C(C=C1)CO)C ((4-Bromo-2-methyl-phenyl)-methanol), EtOAc-hexanes. Isolated yield 10.0%. Reaction SMILES: [Br:1][C:2]1[CH:11]=[CH:10][C:5]([C:6](OC)=[O:7])=[C:4]([CH3:12])[CH:3]=1.[H-].[H-].[H-].[H-].[Li+].[Al+3]>CCOCC>[Br:1][C:2]1[CH:11]=[CH:10][C:5]([CH2:6][OH:7])=[C:4]([CH3:12])[CH:3]=1 |f:1.2.3.4.5.6|. Procedure details: A solution of methyl 4-bromo-2-methyl-benzoate (1.05 g, 4.58 mmols) in 10 mL of Et2O was cooled to 0° C. and treated with LiAlH4 (177.0 mg, 4.58 mmols), stirred for 3 hours, and then carefully quenched with H2O. The mixture was extracted with Et2O and the combined organic layers were washed with H2O and saturated aqueous NaCl, dried (MgSO4), and concentrated under reduced pressure. The title compound, 830.0 mg (90%), was isolated by column chromatography (10-30% EtOAc-hexanes) as a colorless oil... Reactants: C(C1=CC=C(C(=O)N)C=C1)(=O)O (terephthalamic acid), CCN(C(C)C)C(C)C (DIPEA), OC(=O)C(F)(F)F.NCC(=O)N1CCN(CC1)C(C1=C(C=CC=C1)C(F)(F)F)=O (2-amino-1-[4-(2-trifluoromethyl-benzoyl)-piperazin-1-yl]-ethanone TFA salt), C=1C=CC2=C(C1)N=NN2O (HOBT), CCN=C=NCCCN(C)C.Cl (EDCI.HCl). The solvent is O (water), CN(C)C=O (DMF). Run at time 2 minute. Yields the product O=C(CNC(C1=CC=C(C(=O)N)C=C1)=O)N1CCN(CC1)C(C1=C(C=CC=C1)C(F)(F)F)=O (N-{2-Oxo-2-[4-(2-trifluoromethyl-benzoyl)-piperazin-1-yl]-ethyl}-terephthalamide). Isolated yield 59.5%. Reaction SMILES: CCN(C(C)C)C(C)C.OC(C(F)(F)F)=O.[NH2:17][CH2:18][C:19]([N:21]1[CH2:26][CH2:25][N:24]([C:27](=[O:38])[C:28]2[CH:33]=[CH:32][CH:31]=[CH:30][C:29]=2[C:34]([F:37])([F:36])[F:35])[CH2:23][CH2:22]1)=[O:20].C1C=CC2N(O)N=NC=2C=1.CCN=C=NCCCN(C)C.Cl.[C:61](O)(=[O:71])[C:62]1[CH:70]=[CH:69][C:65]([C:66]([NH2:68])=[O:67])=[CH:64][CH:63]=1>CN(C=O)C.O>[O:20]=[C:19]([N:21]1[CH2:22][CH2:23][N:24]([C:27](=[O:38])[C:28]2[CH:33]=[CH:32][CH:31]=[CH:30][C:29]=2[C:34]([F:37])([F:35])[F:36])[CH2:25][CH2:26]1)[CH2:18][NH:17][C:61](=[O:71])[C:62]1[CH:70]=[CH:69][C:65]([C:66]([NH2:68])=[O:67])=[CH:64][CH:63]=1 |f:1.2,4.5|. Reported procedure: DIPEA (14.1 mg, 0.109 mmol) was added to a stirred solution of 2-amino-1-[4-(2-trifluoromethyl-benzoyl)-piperazin-1-yl]-ethanone TFA salt. (18 mg, 0.04 mmol) in DMF (1 mL). HOBT (6 mg, 0.04 mmol) and EDCI.HCl (8 mg, 0.04 mmol) were then added at room temperature. After 2 minutes, terephthalamic acid (6 mg, 0.04 mmol) was added and the resulting mixture was stirred at room temperature for 4 hrs. Cold water (20 mL) was then added and the product was extracted with EtOAc and the organic layer was w...